This data is from the Open Reaction Database (ORD), a public repository of structured organic reaction records. The task is: describe an organic reaction: reactants, conditions, products, and yield Reactants: C1COC2(CCC(CC2)=O)O1 (1,4-cyclohexanedione monoethylene ketal), [Li]CCCC (n-BuLi), BrC=1C=NC=CC1 (3-bromopyridine). Run in C1CCOC1 (THF), CCOCC (Et2O), CCOCC (Et2O). Conditions: temperature -20 celsius, time 10 minute. Yields the product C1COC2(CCC(CC2)(C=2C=NC=CC2)O)O1 (4-hydroxy-4-(3-pyridyl)cyclohexanone ethylene ketal). Reaction SMILES: [Li]CCCC.Br[C:7]1[CH:8]=[N:9][CH:10]=[CH:11][CH:12]=1.[CH2:13]1[O:23][C:16]2([CH2:21][CH2:20][C:19](=[O:22])[CH2:18][CH2:17]2)[O:15][CH2:14]1>CCOCC.C1COCC1>[CH2:14]1[O:15][C:16]2([CH2:21][CH2:20][C:19]([OH:22])([C:7]3[CH:8]=[N:9][CH:10]=[CH:11][CH:12]=3)[CH2:18][CH2:17]2)[O:23][CH2:13]1. Procedure details: To a solution of n-BuLi (2.5 M in hexanes, 88.4 mL, 221.0 mmol) in Et2O (250 mL) at −78° C. was added a chilled solution (−78° C.) of 3-bromopyridine (35 g, 221.0 mmol) in Et2O (125 mL) via cannula. After being stirred for 10 min, a solution of 1,4-cyclohexanedione monoethylene ketal (34.5 g, 221.0 mmol) in THF (125 mL) was added via cannula The reaction mixture was stirred for 1 h at −78° C., then slowly warmed to −20° C. over 1 h. The reaction was quenched by pouring into saturated aqueous NH4...